Dataset: the Open Reaction Database (ORD), a public repository of structured organic reaction records. Task: describe an organic reaction: reactants, conditions, products, and yield The reactants are ClC(=O)OCCCC (n-butyl chloroformate), O=C1N=C(C2=C1C(=NC2=O)C2=CC=CC=C2)C2=CC=CC=C2 (1,4-diketo-3,6-diphenylpyrrolo[3,4-c]pyrrole), [H-].[Na+] (sodium hydride), solid. The solvent is O1CCCC1 (tetrahydrofuran). Run at time 24 hour. The product is C(CCC)OC(=O)N1C(C2=C(N(C(C2=C1C1=CC=CC=C1)=O)C(=O)OCCCC)C1=CC=CC=C1)=O (N,N'-bis(n-butoxycarbonyl)-1,4-diketo-3,6-diphenylpyrrolo[3,4-c]pyrrole). Yield: 72.5%. As a reaction SMILES: [O:1]=[C:2]1[C:6]2[C:7]([C:11]3[CH:16]=[CH:15][CH:14]=[CH:13][CH:12]=3)=[N:8][C:9](=[O:10])[C:5]=2[C:4]([C:17]2[CH:22]=[CH:21][CH:20]=[CH:19][CH:18]=2)=[N:3]1.[H-].[Na+].Cl[C:26]([O:28][CH2:29][CH2:30][CH2:31][CH3:32])=[O:27]>O1CCCC1>[CH2:29]([O:28][C:26]([N:8]1[C:7]([C:11]2[CH:16]=[CH:15][CH:14]=[CH:13][CH:12]=2)=[C:6]2[C:5](=[C:4]([C:17]3[CH:18]=[CH:19][CH:20]=[CH:21][CH:22]=3)[N:3]([C:26]([O:28][CH2:29][CH2:30][CH2:31][CH3:32])=[O:27])[C:2]2=[O:1])[C:9]1=[O:10])=[O:27])[CH2:30][CH2:31][CH3:32] |f:1.2|. Procedure: To a suspension of 0.5 g (0.00175 mol) of 1,4-diketo-3,6-diphenylpyrrolo[3,4-c]pyrrole in 17 ml of tetrahydrofuran are added, under argon, 0.28 g (0.007 mol) of solid sodium hydride. After stirring for 24 hours, 0.67 ml (0.007 mol) of n-butyl chloroformate are added and the suspension is stirred overnight. The mixture is filtered and the filtrate is concentrated under vacuum. The residue is taken up in water/diethyl ether, the organic phase is dried over MgSO4 and then concentrated under vacuum.... Reactants: CCOC(C)=O, CC(C)CNc1c([N+](=O)[O-])cnc2cccnc12, [H][H], [Mg+2], O=S(=O)([O-])[O-]. Product: CC(C)CNc1c(N)cnc2cccnc12. RXN SMILES: [CH3:27][CH2:28][O:29][C:30](=[O:31])[CH3:32].[CH3:7][CH:8]([CH2:9][NH:10][c:11]1[c:12]([N+:21]([O-:22])=[O:23])[cH:13][n:14][c:15]2[cH:16][cH:17][cH:18][n:19][c:20]12)[CH3:24].[H:25][H:26].[Mg+2:1].[O-:2][S:3](=[O:4])(=[O:5])[O-:6]>>[CH3:7][CH:8]([CH2:9][NH:10][c:11]1[c:12]([NH2:21])[cH:13][n:14][c:15]2[cH:16][cH:17][cH:18][n:19][c:20]12)[CH3:24].